This data is from the Open Reaction Database (ORD), a public repository of structured organic reaction records. The task is: describe an organic reaction: reactants, conditions, products, and yield The reactants are ClCCCBr, Cl, Cl, [Na+], [OH-], O, N=C(N)SCc1ccccn1. Product: ClCCCSCc1ccccn1. As a reaction SMILES: [Br:16][CH2:17][CH2:18][CH2:19][Cl:20].[ClH:3].[ClH:4].[Na+:2].[OH-:1].[OH2:21].[n:5]1[c:6]([CH2:11][S:12][C:13](=[NH:14])[NH2:15])[cH:7][cH:8][cH:9][cH:10]1>>[n:5]1[c:6]([CH2:11][S:12][CH2:13][CH2:18][CH2:19][Cl:20])[cH:7][cH:8][cH:9][cH:10]1. The reactants are OC1CN(C1)C1=CC=C(C=C1)[C@H](C)NC(C)=O ((S)—N-{1-[4-(3-Hydroxy-azetidin-1-yl)-phenyl]-ethyl}-acetamide), O (Water), FC1=NC=CC(=C1)F (2,4-difluoropyridine), C([O-])([O-])=O.[Cs+].[Cs+] (cesium carbonate). Run in CN(C)C=O (DMF). Conditions: temperature 80 celsius, time 12 hour. Yields the product FC1=NC=CC(=C1)OC1CN(C1)C1=CC=C(C=C1)[C@H](C)NC(C)=O ((S)—N-(1-{4-[3-(2-Fluoro-pyridin-4-yloxy)-azetidin-1-yl]-phenyl}-ethyl)-acetamide). RXN SMILES: [OH:1][CH:2]1[CH2:5][N:4]([C:6]2[CH:11]=[CH:10][C:9]([C@@H:12]([NH:14][C:15](=[O:17])[CH3:16])[CH3:13])=[CH:8][CH:7]=2)[CH2:3]1.[F:18][C:19]1[CH:24]=[C:23](F)[CH:22]=[CH:21][N:20]=1.C(=O)([O-])[O-].[Cs+].[Cs+].O>CN(C=O)C>[F:18][C:19]1[CH:24]=[C:23]([O:1][CH:2]2[CH2:3][N:4]([C:6]3[CH:7]=[CH:8][C:9]([C@@H:12]([NH:14][C:15](=[O:17])[CH3:16])[CH3:13])=[CH:10][CH:11]=3)[CH2:5]2)[CH:22]=[CH:21][N:20]=1 |f:2.3.4|. Reported procedure: 1.0 g (4.3 mmol) (S)—N-{1-[4-(3-Hydroxy-azetidin-1-yl)-phenyl]-ethyl}-acetamide (V.1), 0.6 g (5.2 mmol) 2,4-difluoropyridine and 2.0 g (6.2 mmol) cesium carbonate are combined in 40 mL DMF and the mixture is stirred for 12 h at 80° C. Water is added and the mixture is extracted twice with ethylacetate. After concentration in vacuo the residue is purified by chromatography (silica; ethylacetate) to yield the desired product. The reactants are N([C@@H](CC(C)C)[C@@H](O)CC(=O)N[C@@H](C)C(=O)OC(C)(C)C)C(=O)OCC1=CC=CC=C1 (Z-Sta-Ala-OC(CH3)3). Run in FC(C(=O)O)(F)F (trifluoroacetic acid). Reaction conditions: temperature 25 celsius, time 10 minute. Product: N([C@@H](CC(C)C)[C@@H](O)CC(=O)N[C@@H](C)C(=O)O)C(=O)OCC1=CC=CC=C1 (Z-Sta-Ala-OH). As a reaction SMILES: [NH:1]([C:22]([O:24][CH2:25][C:26]1[CH:31]=[CH:30][CH:29]=[CH:28][CH:27]=1)=[O:23])[C@H:2]([C@H:7]([CH2:9][C:10]([NH:12][C@H:13]([C:15]([O:17]C(C)(C)C)=[O:16])[CH3:14])=[O:11])[OH:8])[CH2:3][CH:4]([CH3:6])[CH3:5]>FC(F)(F)C(O)=O>[NH:1]([C:22]([O:24][CH2:25][C:26]1[CH:31]=[CH:30][CH:29]=[CH:28][CH:27]=1)=[O:23])[C@H:2]([C@H:7]([CH2:9][C:10]([NH:12][C@H:13]([C:15]([OH:17])=[O:16])[CH3:14])=[O:11])[OH:8])[CH2:3][CH:4]([CH3:6])[CH3:5]. Procedure: 470 mg of Z-Sta-Ala-OC(CH3)3 (from stage 13.1) are dissolved in 10 ml of trifluoroacetic acid and the solution is stirred for 10 minutes at 25° C. The solvent is then removed in a rotary evaporator and the residue is flash-chromatographed over 200 g of silica gel (eluant first chloroform/methanol/concentrated aqueous ammonia solution [40:10:1], then chloroform/methanol/concentrated aqueous ammonia solution [5:3:1]). The product-containing fractions are combined and concentrated by evaporation, t... Starting materials: C(C)(C)(C)OC(NCCCCN)=O ((4-aminobutyl)-carbamic acid tert-butyl ester), C(C)(=O)C1=NC=CC=C1 (2-acetylpyridine). Solvent: [BH-](OC(=O)C)(OC(=O)C)OC(=O)C.[Na+] (NaBH(OAc)3), C(Cl)Cl (CH2Cl2). The product is C(C)(C)(C)OC(NCCCCNC(C)C1=NC=CC=C1)=O ([4-(1-pyridin-2-ylethylamino)-butyl]-carbamic acid tert-butyl ester). Reaction SMILES: [C:1]([O:5][C:6](=[O:13])[NH:7][CH2:8][CH2:9][CH2:10][CH2:11][NH2:12])([CH3:4])([CH3:3])[CH3:2].[C:14]([C:17]1[CH:22]=[CH:21][CH:20]=[CH:19][N:18]=1)(=O)[CH3:15]>C(Cl)Cl.[BH-](OC(C)=O)(OC(C)=O)OC(C)=O.[Na+]>[C:1]([O:5][C:6](=[O:13])[NH:7][CH2:8][CH2:9][CH2:10][CH2:11][NH:12][CH:14]([C:17]1[CH:22]=[CH:21][CH:20]=[CH:19][N:18]=1)[CH3:15])([CH3:4])([CH3:2])[CH3:3] |f:3.4|. Procedure details: Using General Procedure B, (4-aminobutyl)-carbamic acid tert-butyl ester and 2-acetylpyridine in CH2Cl2 and NaBH(OAc)3 were reacted to obtain [4-(1-pyridin-2-ylethylamino)-butyl]-carbamic acid tert-butyl ester as a light brown oil. The reactants are C(C1=CC=CC=C1)N1CCN(CC1)C1=CC=C(C=C1)OC1=CC=C(C=C1)OC (1-Benzyl-4-[4-(4-methoxy-phenoxy)-phenyl]-piperazine). Reagents/catalysts: [OH-].[OH-].[Pd+2] (Pd(OH)2/C). Solvent: CO (methanol). Reaction conditions: time 24 hour. The product is COC1=CC=C(OC2=CC=C(C=C2)N2CCNCC2)C=C1 (1-[4-(4-Methoxy-phenoxy)-phenyl]-piperazine). The yield is 78.5%. Reaction SMILES: C([N:8]1[CH2:13][CH2:12][N:11]([C:14]2[CH:19]=[CH:18][C:17]([O:20][C:21]3[CH:26]=[CH:25][C:24]([O:27][CH3:28])=[CH:23][CH:22]=3)=[CH:16][CH:15]=2)[CH2:10][CH2:9]1)C1C=CC=CC=1>[OH-].[OH-].[Pd+2].CO>[CH3:28][O:27][C:24]1[CH:25]=[CH:26][C:21]([O:20][C:17]2[CH:16]=[CH:15][C:14]([N:11]3[CH2:10][CH2:9][NH:8][CH2:13][CH2:12]3)=[CH:19][CH:18]=2)=[CH:22][CH:23]=1 |f:1.2.3|. Procedure details: A mixture of the compound from step 2 (52 mg, 0.13 mmol), Pd(OH)2/C (20%, 5 mg) and methanol (3 mL) was stirred at ambient temperature under hydrogen (1 atm) for 24 h. The reaction mixture was filtered and the solvent was removed under vacuum to furnish the title compound (29 mg, 78.5%) as an off-white oil: MS (ESI) m/z 285 (M+H); 1H NMR (400 MHz, CDCl3) δ 2.31 (s, 3H), 3.12 (m, 4H), 3.16 (m, 4H), 6.85 (d, J=8.4 Hz, 2H), 6.89-6.95 (m, 4H), 7.11 (dd, J=0.8, 8.0 Hz, 2H). Reactants: NC1=NC(=C(C(=N1)C=1OC=CC1)C#N)S(=O)(=O)C (2-amino-4-furan-2-yl-6-methanesulfonyl-pyrimidine-5-carbonitrile), C(C)(C)O (isopropyl alcohol), C1CCC2=NCCCN2CC1 (DBU). Run in COCCOC (DME). Yields the product NC1=NC(=C(C(=N1)C=1OC=CC1)C#N)OC(C)C (2-Amino-4-furan-2-yl-6-isopropoxy-pyrimidine-5-carbonitrile). As a reaction SMILES: [NH2:1][C:2]1[N:7]=[C:6]([C:8]2[O:9][CH:10]=[CH:11][CH:12]=2)[C:5]([C:13]#[N:14])=[C:4](S(C)(=O)=O)[N:3]=1.[CH:19]([OH:22])([CH3:21])[CH3:20].C1CCN2C(=NCCC2)CC1>COCCOC>[NH2:1][C:2]1[N:7]=[C:6]([C:8]2[O:9][CH:10]=[CH:11][CH:12]=2)[C:5]([C:13]#[N:14])=[C:4]([O:22][CH:19]([CH3:21])[CH3:20])[N:3]=1. Procedure details: From 2-amino-4-furan-2-yl-6-methanesulfonyl-pyrimidine-5-carbonitrile, isopropyl alcohol and DBU in DME. EI-MS m/e (%): 244 (M+, 40), 202 ([M—C3H6]+, 100).